Dataset: the Open Reaction Database (ORD), a public repository of structured organic reaction records. Task: describe an organic reaction: reactants, conditions, products, and yield Starting materials: COc1cc(CC(=O)O)ccc1NC(=O)Nc1ccccc1F, CCNCCOc1ccc(C(=O)OCC)cc1OC, CCOC(C)=O. The product is CCOC(=O)c1ccc(OCCNCCC(=O)Cc2ccc(NC(=O)Nc3ccccc3F)c(OC)c2)c(OC)c1. Reaction SMILES: [CH3:1][O:2][c:3]1[cH:4][c:5]([CH2:20][C:21](=[O:22])[OH:23])[cH:6][cH:7][c:8]1[NH:9][C:10](=[O:11])[NH:12][c:13]1[c:14]([F:19])[cH:15][cH:16][cH:17][cH:18]1.[CH3:24][O:25][c:26]1[cH:27][c:28]([C:29](=[O:30])[O:31][CH2:32][CH3:33])[cH:34][cH:35][c:36]1[O:37][CH2:38][CH2:39][NH:40][CH2:41][CH3:42].[CH3:43][CH2:44][O:45][C:46]([CH3:47])=[O:48]>>[CH3:1][O:2][c:3]1[cH:4][c:5]([CH2:20][C:21](=[O:23])[CH2:42][CH2:41][NH:40][CH2:39][CH2:38][O:37][c:36]2[c:26]([O:25][CH3:24])[cH:27][c:28]([C:29](=[O:30])[O:31][CH2:32][CH3:33])[cH:34][cH:35]2)[cH:6][cH:7][c:8]1[NH:9][C:10](=[O:11])[NH:12][c:13]1[c:14]([F:19])[cH:15][cH:16][cH:17][cH:18]1. Reactants: resultant mixture, Grignard reagent, CN1CCC(CC1)Cl (N-methyl-4-chloropiperidine), [Mg] (magnesium), C(#N)C=1C=CC2=C(CCC3=C(NCC=C3)C2=O)C1 (8-cyano5,6-dihydro-1H-benzo[5,6]cyclohepta[1,2-b]pyridin-11-one), [Cl-].[NH4+] (ammonium chloride). Run in O1CCCC1 (tetrahydrofuran). Run at time 15 minute. The product is C(#N)C=1C=CC2=C(CCC=3C(=NC=CC3)C2(O)C2CCN(CC2)C)C1 (8-cyano-6,11-dihydro-11-(1-methyl-4-piperidyl)-5H-benzo[5,6]cyclohepta[1,2-b]pyridin-11-ol). The yield is 46.9%. Reaction SMILES: [CH3:1][N:2]1[CH2:7][CH2:6][CH:5](Cl)[CH2:4][CH2:3]1.[Mg].[C:10]([C:12]1[CH:13]=[CH:14][C:15]2[C:25](=[O:26])[C:20]3[NH:21][CH2:22][CH:23]=[CH:24][C:19]=3[CH2:18][CH2:17][C:16]=2[CH:27]=1)#[N:11].[Cl-].[NH4+]>O1CCCC1>[C:10]([C:12]1[CH:13]=[CH:14][C:15]2[C:25]([CH:5]3[CH2:6][CH2:7][N:2]([CH3:1])[CH2:3][CH2:4]3)([OH:26])[C:20]3=[N:21][CH:22]=[CH:23][CH:24]=[C:19]3[CH2:18][CH2:17][C:16]=2[CH:27]=1)#[N:11] |f:3.4|. Procedure details: Into a tetrahydrofuran (THF) solution of a Grignard reagent prepared from 6.7 g of N-methyl-4-chloropiperidine and 1.2 g of magnesium, 4.68 g of 8-cyano5,6-dihydro-1H-benzo[5,6]cyclohepta[1,2-b]pyridin-11-one (the compound prepared in Referential Example 1) were added under ice cooling. After the resultant mixture was stirred for 3 hours at room temperature, a saturated aqueous solution of ammonium chloride was added, followed by stirring for 15 minutes. The reaction mixture was then extracted w...